Dataset: the Open Reaction Database (ORD), a public repository of structured organic reaction records. Task: describe an organic reaction: reactants, conditions, products, and yield Reactants: CC(C)([O-])C.[Na+] (Sodium tert-butoxide), CN1CCNCC1 (1-methyl-piperazine), [NH4+].[Cl-] (NH4Cl), C1(=CC=CC=C1)P(C1=C(C2=CC=CC=C2C=C1)C1=C(C=CC2=CC=CC=C12)P(C1=CC=CC=C1)C1=CC=CC=C1)C1=CC=CC=C1 (rac-2,2′-bis-diphenylphosphanyl-[1,1]binaphthalenyl), C(C)(C)(C)OC(CC1=CC(=NC=C1C(F)(F)F)Cl)=O ((2-chloro-5-trifluoromethyl-pyridin-4-yl)-acetic acid tert-butyl ester). The reagents and catalysts are C(C)(=O)[O-].[Pd+2].C(C)(=O)[O-] (palladium acetate). Solvent: CCOC(=O)C (EtOAc), O1CCOCC1 (dioxane). Run at time 1 hour. The product is C(C)(C)(C)OC(CC1=CC(=NC=C1C(F)(F)F)N1CCN(CC1)C)=O ([2-(4-Methyl-piperazin-1-yl)-5-trifluoromethyl-pyridin-4-yl]-acetic acid tert-butyl ester). As a reaction SMILES: CC(C)([O-])C.[Na+].C1(P(C2C=CC=CC=2)C2C=CC3C(=CC=CC=3)C=2C2C3C(=CC=CC=3)C=CC=2P(C2C=CC=CC=2)C2C=CC=CC=2)C=CC=CC=1.[C:53]([O:57][C:58](=[O:71])[CH2:59][C:60]1[C:65]([C:66]([F:69])([F:68])[F:67])=[CH:64][N:63]=[C:62](Cl)[CH:61]=1)([CH3:56])([CH3:55])[CH3:54].[CH3:72][N:73]1[CH2:78][CH2:77][NH:76][CH2:75][CH2:74]1.[NH4+].[Cl-]>O1CCOCC1.CCOC(C)=O.C([O-])(=O)C.[Pd+2].C([O-])(=O)C>[C:53]([O:57][C:58](=[O:71])[CH2:59][C:60]1[C:65]([C:66]([F:69])([F:68])[F:67])=[CH:64][N:63]=[C:62]([N:76]2[CH2:77][CH2:78][N:73]([CH3:72])[CH2:74][CH2:75]2)[CH:61]=1)([CH3:56])([CH3:55])[CH3:54] |f:0.1,5.6,9.10.11|. Procedure: Sodium tert-butoxide (354 mg, 3.68 mmol) is dried under high vacuum at approximately 80° C. After purging with argon and cooling to RT, palladium acetate (60 mg, 0.27 mmol), rac-2,2′-bis-diphenylphosphanyl-[1,1]binaphthalenyl (rac-BINAP, 83 mg, 0.13 mmol) and (2-chloro-5-trifluoromethyl-pyridin-4-yl)-acetic acid tert-butyl ester (990 mg, 3.35 mmol) are added. The mixture is dissolved in dioxane (11 ml, degassed with three freeze-thaw cycles under HV/argon), and 1-methyl-piperazine (369 mg, 3.68 ...